This data is from the Open Reaction Database (ORD), a public repository of structured organic reaction records. The task is: describe an organic reaction: reactants, conditions, products, and yield Starting materials: NCCN1CCCC1 (N-(2-Aminoethyl)pyrrolidine), BrC=1C=C(C=CC1)S(=O)(=O)Cl (3-bromobenzenesulfonyl chloride). Run in C(C)OCC (diethyl ether). Conditions: time 30 minute. Yields the product Cl.BrC=1C=C(C=CC1)S(=O)(=O)NCCN1CCCC1 (3-Bromo-N-(2-pyrrolidin-1-yl-ethyl)benzenesulfonamide hydrochloride). The yield is 85.9%. RXN SMILES: [NH2:1][CH2:2][CH2:3][N:4]1[CH2:8][CH2:7][CH2:6][CH2:5]1.[Br:9][C:10]1[CH:11]=[C:12]([S:16]([Cl:19])(=[O:18])=[O:17])[CH:13]=[CH:14][CH:15]=1>C(OCC)C>[ClH:19].[Br:9][C:10]1[CH:11]=[C:12]([S:16]([NH:1][CH2:2][CH2:3][N:4]2[CH2:8][CH2:7][CH2:6][CH2:5]2)(=[O:18])=[O:17])[CH:13]=[CH:14][CH:15]=1 |f:3.4|. Procedure details: N-(2-Aminoethyl)pyrrolidine (1.61 g) was added dropwise to a solution of 3-bromobenzenesulfonyl chloride (3.61 g) in diethyl ether (100 ml) at room temperature. The resulting suspension was stirred for 30 minutes and filtered to afford the sub-title compound as a solid (4.48 g). Starting materials: [Si]([O-])([O-])([O-])[O-].[Mg+2].[Mg+2] (magnesium silicate), C=1C=CN2C1CNC1=C(C2)C=CC=C1 (10,11-dihydro-5H-pyrrolo[2,1-c][1,4]benzodiazepine), C(C)(C)N(C(C)C)CC (N,N-diisopropylethylamine), C=1(C(=CC=CC1)C(=O)NC1=CC(=C(C(=O)Cl)C=C1)Cl)C1=CC=CC=C1 (4-[([1,1'-biphenyl]-2-carbonyl)amino]-2-chlorobenzoyl chloride). The solvent is C(Cl)Cl (methylene chloride), C(Cl)Cl (methylene chloride). Conditions: time 18 hour. The product is C=1C=CN2C1CN(C1=C(C2)C=CC=C1)C(=O)C1=C(C=C(C=C1)NC(=O)C=1C(=CC=CC1)C1=CC=CC=C1)Cl (N-[4-(5H-Pyrrolo[2,1-c][1,4]benzodiazepin-10(11H)-ylcarbonyl)-3-chlorophenyl][1,1'-biphenyl]-2-carboxamide). The yield is 75.2%. RXN SMILES: [CH:1]1[CH:2]=[CH:3][N:4]2[CH2:10][C:9]3[CH:11]=[CH:12][CH:13]=[CH:14][C:8]=3[NH:7][CH2:6][C:5]=12.C(N(CC)C(C)C)(C)C.[C:24]1([C:43]2[CH:48]=[CH:47][CH:46]=[CH:45][CH:44]=2)[C:25]([C:30]([NH:32][C:33]2[CH:41]=[CH:40][C:36]([C:37](Cl)=[O:38])=[C:35]([Cl:42])[CH:34]=2)=[O:31])=[CH:26][CH:27]=[CH:28][CH:29]=1.[Si]([O-])([O-])([O-])[O-].[Mg+2].[Mg+2]>C(Cl)Cl>[CH:1]1[CH:2]=[CH:3][N:4]2[CH2:10][C:9]3[CH:11]=[CH:12][CH:13]=[CH:14][C:8]=3[N:7]([C:37]([C:36]3[CH:40]=[CH:41][C:33]([NH:32][C:30]([C:25]4[C:24]([C:43]5[CH:48]=[CH:47][CH:46]=[CH:45][CH:44]=5)=[CH:29][CH:28]=[CH:27][CH:26]=4)=[O:31])=[CH:34][C:35]=3[Cl:42])=[O:38])[CH2:6][C:5]=12 |f:3.4.5|. Reported procedure: To a solution of 0.52 g of 10,11-dihydro-5H-pyrrolo[2,1-c][1,4]benzodiazepine and 0.39 g of N,N-diisopropylethylamine in 25 ml of methylene chloride is added 1.1 g of 4-[([1,1'-biphenyl]-2-carbonyl)amino]-2-chlorobenzoyl chloride followed by stirring at room temperature for 18 hours. The reaction mixture is washed with water and saturated aqueous NaHCO3 and the organic layer dried (Na2SO4). The organic layer is passed through hydrous magnesium silicate and the filtrate concentrated in vacuo to g... The yield is 73.0%. Product: N1(C=NC=C1)C1=CC=C(C=C1)C(CCCCCC(=O)O)C=1C(C(=C(C(C1C)=O)C)C)=O.Cl (7-[4-(1-imidazolyl)phenyl]-7-(3,5,6-trimethyl-1,4-benzoquinon-2-yl)heptanoic acid·hydrochloride). Run in C(C)(=O)O (acetic acid). RXN SMILES: [N:1]1([C:6]2[CH:11]=[CH:10][C:9]([CH:12]([C:22]3[C:23](=[O:32])[C:24]([CH3:31])=[C:25]([CH3:30])[C:26](=[O:29])[C:27]=3[CH3:28])[CH2:13][CH2:14][CH2:15][CH2:16][CH2:17][C:18]([O:20]C)=[O:19])=[CH:8][CH:7]=2)[CH:5]=[CH:4][N:3]=[CH:2]1.[ClH:33]>C(O)(=O)C>[N:1]1([C:6]2[CH:11]=[CH:10][C:9]([CH:12]([C:22]3[C:23](=[O:32])[C:24]([CH3:31])=[C:25]([CH3:30])[C:26](=[O:29])[C:27]=3[CH3:28])[CH2:13][CH2:14][CH2:15][CH2:16][CH2:17][C:18]([OH:20])=[O:19])=[CH:8][CH:7]=2)[CH:5]=[CH:4][N:3]=[CH:2]1.[ClH:33] |f:3.4|. Reported procedure: In acetic acid (17 ml) was dissolved 1.70 g (3.92 mmole) of methyl 7-[4-(1-imidazolyl)phenyl]-7-(3,5,6-trimethyl-1,4-benzoquinon-2-yl)heptanoate, and concentrated hydrochloric acid (7.8 ml) was added to the solution, followed by stirring at 100° C. for 1 hour. The solvent was distilled off, and acetone was added to the residue, followed by concentration under reduced pressure. The crystals, which separated out, were collected by filtration and recrystallized from ethanol/ethyl ether to give 1.30... Conditions: temperature 100 celsius, time 1 hour. Reactants: N1(C=NC=C1)C1=CC=C(C=C1)C(CCCCCC(=O)OC)C=1C(C(=C(C(C1C)=O)C)C)=O (methyl 7-[4-(1-imidazolyl)phenyl]-7-(3,5,6-trimethyl-1,4-benzoquinon-2-yl)heptanoate), Cl (hydrochloric acid). Starting materials: CO, Cc1ccc(S(=O)(=O)O)cc1, O=S(=O)(O)O, O=C(O)C1(c2ccccc2)CCNCC1. Yields the product COC(=O)C1(c2ccccc2)CCNCC1. Reaction SMILES: [CH3:32][OH:33].[CH3:6][c:7]1[cH:8][cH:9][c:10]([S:11]([OH:12])(=[O:13])=[O:14])[cH:15][cH:16]1.[S:1](=[O:2])(=[O:3])([OH:4])[OH:5].[c:17]1([C:23]2([C:29](=[O:30])[OH:31])[CH2:24][CH2:25][NH:26][CH2:27][CH2:28]2)[cH:18][cH:19][cH:20][cH:21][cH:22]1>>[CH3:6][O:30][C:29]([C:23]1([c:17]2[cH:18][cH:19][cH:20][cH:21][cH:22]2)[CH2:24][CH2:25][NH:26][CH2:27][CH2:28]1)=[O:31]. Solvent: C(C)O (ethanol), C(C)(=O)O (acetic acid). RXN SMILES: [CH3:1][O:2][C:3]1[CH:4]=[C:5]([CH:14]=[CH:15][C:16]=1[C:17]([O:19][CH3:20])=[O:18])[C:6]([CH2:8][C:9]([O:11][CH2:12][CH3:13])=[O:10])=[O:7].O[CH:22]1[C:35]2[CH:34]=[CH:33][CH:32]=[CH:31][C:30]=2[O:29][C:28]2[C:23]1=[CH:24][CH:25]=[CH:26][CH:27]=2>C(O)C.C(O)(=O)C>[CH:24]1[C:23]2[CH:22]([CH:8]([C:6](=[O:7])[C:5]3[CH:14]=[CH:15][C:16]([C:17]([O:19][CH3:20])=[O:18])=[C:3]([O:2][CH3:1])[CH:4]=3)[C:9]([O:11][CH2:12][CH3:13])=[O:10])[C:35]3[C:30](=[CH:31][CH:32]=[CH:33][CH:34]=3)[O:29][C:28]=2[CH:27]=[CH:26][CH:25]=1. Reactants: COC=1C=C(C(=O)CC(=O)OCC)C=CC1C(=O)OC (ethyl 3-methoxy-4-methoxycarbonylbenzoylacetate), OC1C2=CC=CC=C2OC=2C=CC=CC12 (9-hydroxyxanthene). Yields the product C1=CC=CC=2OC3=CC=CC=C3C(C12)C(C(=O)OCC)C(C1=CC(=C(C=C1)C(=O)OC)OC)=O (ethyl 2-(9H-xanthen-9-yl)-2-(3-methoxy-4-methoxycarbonyl-benzoyl)acetate). Procedure details: To a stirred solution of ethyl 3-methoxy-4-methoxycarbonylbenzoylacetate (4.1 g, 14.6 mmol) in a mixture of ethanol (30 ml) and acetic acid (30 ml) was added portionwise 9-hydroxyxanthene (3.2 g, 16.1 mmol). After stirring for 2 weeks at room temperature, the solution was concentrated in vacuo, diluted with water and extracted with dichloromethane (2×). The combined extracts were washed with a saturated solution of sodium bicarbonate, water and dried over magnesium sulphate. Filtration and evapo... The reactants are C(C)(C)(C)C1=CC=C(C=C1)C1=NOC(=N1)C1=NNC(=N1)C (3-(4-(tert-Butyl)phenyl)-5-(5-methyl-1H-1,2,4-triazol-3-yl)-1,2,4-oxadiazole), C(=O)([O-])[O-].[Cs+].[Cs+] (Cs2CO3), ClC1=NC=CC(=C1)CCl (2-chloro-4-(chloromethyl)pyridine). The solvent is CN(C)C=O (DMF). Reaction conditions: time 5 minute. Yields the product C(C)(C)(C)C1=CC=C(C=C1)C1=NOC(=N1)C1=NN(C(=N1)C)CC1=CC(=NC=C1)Cl (3-(4-(tert-butyl)phenyl)-5-(1-((2-chloropyridin-4-yl)methyl)-5-methyl-1H-1,2,4-triazol-3-yl)-1,2,4-oxadiazole). Isolated yield 44.5%. RXN SMILES: [C:1]([C:5]1[CH:10]=[CH:9][C:8]([C:11]2[N:15]=[C:14]([C:16]3[N:20]=[C:19]([CH3:21])[NH:18][N:17]=3)[O:13][N:12]=2)=[CH:7][CH:6]=1)([CH3:4])([CH3:3])[CH3:2].C([O-])([O-])=O.[Cs+].[Cs+].[Cl:28][C:29]1[CH:34]=[C:33]([CH2:35]Cl)[CH:32]=[CH:31][N:30]=1>CN(C=O)C>[C:1]([C:5]1[CH:6]=[CH:7][C:8]([C:11]2[N:15]=[C:14]([C:16]3[N:20]=[C:19]([CH3:21])[N:18]([CH2:35][C:33]4[CH:32]=[CH:31][N:30]=[C:29]([Cl:28])[CH:34]=4)[N:17]=3)[O:13][N:12]=2)=[CH:9][CH:10]=1)([CH3:4])([CH3:3])[CH3:2] |f:1.2.3|. Reported procedure: 3-(4-(tert-Butyl)phenyl)-5-(5-methyl-1H-1,2,4-triazol-3-yl)-1,2,4-oxadiazole (140 mg, 0.495 mmol) was placed in DMF (10 mL) and Cs2CO3 (193 mg, 0.594 mmol) was added. The reaction was stirred for 5 min and 2-chloro-4-(chloromethyl)pyridine (96 mg, 0.594 mmol) was added. The reaction was stirred at 45° C. overnight and was then partitioned between H2O (25 mL) and EtOAc (25 mL). The organic layer was separated, washed with H2O (2×25 mL) and brine (15 mL), dried over Na2SO4, filtered, and concentra...